From a dataset of the Open Reaction Database (ORD), a public repository of structured organic reaction records. describe an organic reaction: reactants, conditions, products, and yield The reactants are [Cl-].O[NH3+] (hydroxylammonium chloride), C(O)([O-])=O.[Na+] (sodium hydrogen carbonate), FC=1C=C(C=CC1CC=1C(N(C=2N(C1CCC)N=C(N2)C)[C@@H]2C[C@H](C2)OCC(C)(C)O)=O)C=2C(=CC=CC2)C#N (3′-fluoro-4′-({4-[trans-3-(2-hydroxy-2-methylpropoxy)cyclobutyl]-2-methyl-5-oxo-7-propyl-4,5-dihydro[1,2,4]triazolo[1,5-a]pyrimidin-6-yl}methyl)biphenyl-2-carbonitrile). Run in CS(=O)C (dimethyl sulfoxide), CS(=O)C (dimethyl sulfoxide), C(C)(=O)OCC (ethyl acetate). Reaction conditions: temperature 60 celsius, time 30 minute. Product: FC=1C=C(C=CC1CC=1C(N(C=2N(C1CCC)N=C(N2)C)[C@@H]2C[C@H](C2)OCC(C)(C)O)=O)C2=C(C=CC=C2)C2=NOC(N2)=O (6-{[3-fluoro-2′-(5-oxo-4,5-dihydro-1,2,4-oxadiazol-3-yl)biphenyl-4-yl]methyl}-4-[trans-3-(2-hydroxy-2-methylpropoxy)cyclobutyl]-2-methyl-7-propyl[1,2,4]triazolo[1,5-a]pyrimidin-5(4H)-one), compound. The yield is 68.0%. As a reaction SMILES: [Cl-].O[NH3+:3].[C:4](=[O:7])([O-])[OH:5].[Na+].[F:9][C:10]1[CH:11]=[C:12]([C:41]2[C:42]([C:47]#[N:48])=[CH:43][CH:44]=[CH:45][CH:46]=2)[CH:13]=[CH:14][C:15]=1[CH2:16][C:17]1[C:18](=[O:40])[N:19]([C@H:30]2[CH2:33][C@H:32]([O:34][CH2:35][C:36]([OH:39])([CH3:38])[CH3:37])[CH2:31]2)[C:20]2[N:21]([N:26]=[C:27]([CH3:29])[N:28]=2)[C:22]=1[CH2:23][CH2:24][CH3:25]>CS(C)=O.C(OCC)(=O)C>[F:9][C:10]1[CH:11]=[C:12]([C:41]2[CH:46]=[CH:45][CH:44]=[CH:43][C:42]=2[C:47]2[NH:3][C:4](=[O:7])[O:5][N:48]=2)[CH:13]=[CH:14][C:15]=1[CH2:16][C:17]1[C:18](=[O:40])[N:19]([C@H:30]2[CH2:33][C@H:32]([O:34][CH2:35][C:36]([OH:39])([CH3:38])[CH3:37])[CH2:31]2)[C:20]2[N:21]([N:26]=[C:27]([CH3:29])[N:28]=2)[C:22]=1[CH2:23][CH2:24][CH3:25] |f:0.1,2.3|. Reported procedure: A mixture of hydroxylammonium chloride (834 mg), sodium hydrogen carbonate (1.34 g) and dimethyl sulfoxide (2 mL) was stirred at 60° C. for 30 min, a solution of 3′-fluoro-4′-({4-[trans-3-(2-hydroxy-2-methylpropoxy)cyclobutyl]-2-methyl-5-oxo-7-propyl-4,5-dihydro[1,2,4]triazolo[1,5-a]pyrimidin-6-yl}methyl)biphenyl-2-carbonitrile (437 mg) in dimethyl sulfoxide (3 mL) was added, and the mixture was stirred at 90° C. for 16 hr. The reaction mixture was diluted with ethyl acetate, washed with water a... The reactants are ice, BrC1=CC(=NC(=N1)C)CO ((6-bromo-2-methylpyrimidin-4-yl)methanol), N1C=NC=C1 (imidazole), CC(C)(C)[Si](C)(C)Cl (TBDMS-Cl). Solvent: CN(C)C=O (DMF), ice. Reaction conditions: time 5 hour. Yields the product BrC1=NC(=NC(=C1)CO[Si](C)(C)C(C)(C)C)C (4-bromo-6-((tert-butyldimethylsilyloxy) methyl)-2-methylpyrimidine). Yield: 92.1%. RXN SMILES: [Br:1][C:2]1[N:7]=[C:6]([CH3:8])[N:5]=[C:4]([CH2:9][OH:10])[CH:3]=1.N1C=CN=C1.[CH3:16][C:17]([Si:20](Cl)([CH3:22])[CH3:21])([CH3:19])[CH3:18]>CN(C=O)C>[Br:1][C:2]1[CH:3]=[C:4]([CH2:9][O:10][Si:20]([C:17]([CH3:19])([CH3:18])[CH3:16])([CH3:22])[CH3:21])[N:5]=[C:6]([CH3:8])[N:7]=1. Procedure: To an ice cold solution of (6-bromo-2-methylpyrimidin-4-yl)methanol (4.10 g, 20.2 mmol, Preparation #4) in DMF (40 mL) were added imidazole (5.50 g, 80.8 mmol, Spectrochem) and TBDMS-Cl (6.10 g, 40.4 mmol, Spectrochem). The resulting reaction mixture was warmed to RT and stirred about 5 h. The mixture was diluted with ice cold water (200 mL), the product was extracted with diethyl ether (3×200 mL) and washed with water (1×100 mL) and brine solution (1×150 mL). The organic layer was dried over so... Reactants: BrCC1=C2C(C=C(C(C2=CC=C1)=O)SC(C(=O)O)C)=O ((5-Bromomethyl-1,4-naphthoquinonyl thio)-proprionic acid). The reagents and catalysts are C(C)(=O)[O-].[Ag+] (silver acetate). Run in C(Cl)(Cl)Cl (CHCl3), CC(=O)O (AcOH). Reaction conditions: time 8 hour. The product is C(C)(=O)OCC1=C2C(C=C(C(C2=CC=C1)=O)SC(C(=O)O)C)=O ((5-acetoxymethyl-1,4-naphthoquinonyl thio)-propionic acid). RXN SMILES: Br[CH2:2][C:3]1[CH:12]=[CH:11][CH:10]=[C:9]2[C:4]=1[C:5](=[O:20])[CH:6]=[C:7]([S:14][CH:15]([CH3:19])[C:16]([OH:18])=[O:17])[C:8]2=[O:13]>C(Cl)(Cl)Cl.CC(O)=O.C([O-])(=O)C.[Ag+]>[C:16]([O:18][CH2:2][C:3]1[CH:12]=[CH:11][CH:10]=[C:9]2[C:4]=1[C:5](=[O:20])[CH:6]=[C:7]([S:14][CH:15]([CH3:19])[C:16]([OH:18])=[O:17])[C:8]2=[O:13])(=[O:17])[CH3:15] |f:3.4|. Procedure: A mixture of the brominated acid 1b (6 mmol) and silver acetate (2.2 g, 13.2 mmol) is combined in 20 mL of CHCl3 and 40 mL of AcOH, heated at 95° to 100° C. with vigorous stirring overnight. The solvent was evaporated in vacuo, and the residue was poured onto ice water saturated with NaCl. The crude product and AgCl were collected by filtration and washed with water. The solid was then added to a CHCl3, and the insoluble AgCl was removed by filtration. The AgCl was washed with CHCl3 until the wa... Starting materials: BrC1=CC(=C2C=NN(C2=C1)C)C=1OC(=NN1)CN1C[C@H](O[C@H](C1)C)C (6-Bromo-4-(5-{[(2R,6S)-2,6-dimethyl-4-morpholinyl]methyl}-1,3,4-oxadiazol-2-yl)-1-methyl-1H-indazole), CC1(OB(OC1(C)C)C1=C2C=CNC2=CC=C1)C (4-(4,4,5,5-tetramethyl-1,3,2-dioxaborolan-2-yl)-1H-indole), C([O-])([O-])=O.[Na+].[Na+] (sodium carbonate), 1,1-bis(diphenylphosphino)ferrocene palladium dichloride. Solvent: O1CCOCC1 (1,4-dioxane), O (water). Run at temperature 110 celsius. Yields the product C[C@@H]1CN(C[C@@H](O1)C)CC1=NN=C(O1)C1=C2C=NN(C2=CC(=C1)C1=C2C=CNC2=CC=C1)C (4-(5-{[(2R,6S)-2,6-Dimethyl-4-morpholinyl]methyl}-1,3,4-oxadiazol-2-yl)-6-(1H-indol-4-yl)-1-methyl-1H-indazole). The yield is 10.1%. As a reaction SMILES: Br[C:2]1[CH:10]=[C:9]2[C:5]([CH:6]=[N:7][N:8]2[CH3:11])=[C:4]([C:12]2[O:13][C:14]([CH2:17][N:18]3[CH2:23][C@H:22]([CH3:24])[O:21][C@H:20]([CH3:25])[CH2:19]3)=[N:15][N:16]=2)[CH:3]=1.CC1(C)C(C)(C)OB([C:34]2[CH:42]=[CH:41][CH:40]=[C:39]3[C:35]=2[CH:36]=[CH:37][NH:38]3)O1.C(=O)([O-])[O-].[Na+].[Na+]>O1CCOCC1.O>[CH3:25][C@H:20]1[O:21][C@@H:22]([CH3:24])[CH2:23][N:18]([CH2:17][C:14]2[O:13][C:12]([C:4]3[CH:3]=[C:2]([C:34]4[CH:42]=[CH:41][CH:40]=[C:39]5[C:35]=4[CH:36]=[CH:37][NH:38]5)[CH:10]=[C:9]4[C:5]=3[CH:6]=[N:7][N:8]4[CH3:11])=[N:16][N:15]=2)[CH2:19]1 |f:2.3.4|. Procedure: 6-Bromo-4-(5-{[(2R,6S)-2,6-dimethyl-4-morpholinyl]methyl}-1,3,4-oxadiazol-2-yl)-1-methyl-1H-indazole (50 mg, 0.123 mmol), 4-(4,4,5,5-tetramethyl-1,3,2-dioxaborolan-2-yl)-1H-indole (32.9 mg, 0.135 mmol), sodium carbonate (39.1 mg, 0.369 mmol) and 1,1-bis(diphenylphosphino)ferrocene palladium dichloride) (9.00 mg, 0.012 mmol) were added to a microwave vial and dissolved in 1,4-dioxane (0.5 ml) and water (0.5 ml). The reaction mixture was heated under microwave irradiation at 110° C. for 15 mins. T... Reactants: N#Cc1ccc(CBr)cc1, CN(C)C=O, N#CC(C#N)CCC(F)=C(F)F, [H-], [Na+]. Product: N#Cc1ccc(CC(C#N)(C#N)CCC(F)=C(F)F)cc1. Reaction SMILES: [Br:15][CH2:16][c:17]1[cH:18][cH:19][c:20]([C:23]#[N:24])[cH:21][cH:22]1.[CH3:25][N:26]([CH3:27])[CH:28]=[O:29].[F:1][C:2]([CH2:3][CH2:4][CH:5]([C:6]#[N:7])[C:8]#[N:9])=[C:10]([F:11])[F:12].[H-:13].[Na+:14]>>[F:1][C:2]([CH2:3][CH2:4][C:5]([C:6]#[N:7])([C:8]#[N:9])[CH2:16][c:17]1[cH:18][cH:19][c:20]([C:23]#[N:24])[cH:21][cH:22]1)=[C:10]([F:11])[F:12].